This data is from the Open Reaction Database (ORD), a public repository of structured organic reaction records. The task is: describe an organic reaction: reactants, conditions, products, and yield Reactants: CC(=O)O[C@@H]1C[C@]2([C@@H](CC[C@@H]2O)C3=C1[C@@]4(C=5C(=COC5C3=O)C(=O)O[C@@H]4COC)C)C (17-hydroxywortmannin), C(C)(C)(C)N (tertbutylamine). Procedure details: To a solution of 100 mg (0.23 mmol) 17-hydroxywortmannin in 2 mL CH2Cl2 is added 49 μL (0.46 mmol) tertbutylamine. The reaction mixture is stirred at room temperature overnight. CH2Cl2 is removed in vacuo. The residue is triturated with Et2O to give 58 mg (50%) product as an orange powder. MS (ESI) m/z 504 (M+1). Conditions: time 8 hour. The solvent is C(Cl)Cl (CH2Cl2). The product is C(C)(=O)O[C@@H]1C[C@@]2([C@H](CCC2C=2C(C(=C3/C(/C(O[C@@H]([C@@]3(C21)C)COC)=O)=C/NC(C)(C)C)O)=O)O)C ((1Z,4S,4aR,5R,6aS,7S)-1-{[t-butylamino]methylene}-7,11 -dihydroxy-4-(methoxymethyl)-4a,6a-dimethyl-2,10-dioxo-1,2,4,4a,5,6, 6a,7,8,9,9a,10-dodecahydroindeno[4,5-h]isochromen-5-yl acetate). The yield is 50.1%. As a reaction SMILES: [CH3:1][C:2]([O:4][C@H:5]1[C:14]2[C@@:15]3([CH3:30])[C@@H:26]([CH2:27][O:28][CH3:29])[O:25][C:23](=[O:24])[C:17]4=[CH:18][O:19][C:20]([C:21](=[O:22])[C:13]=2[C@@H:8]2[CH2:9][CH2:10][C@H:11]([OH:12])[C@@:7]2([CH3:31])[CH2:6]1)=[C:16]34)=[O:3].[C:32]([NH2:36])([CH3:35])([CH3:34])[CH3:33]>C(Cl)Cl>[C:2]([O:4][C@H:5]1[C:14]2[C@:15]3([CH3:30])[C:16](/[C:17](=[CH:18]/[NH:36][C:32]([CH3:35])([CH3:34])[CH3:33])/[C:23](=[O:24])[O:25][C@@H:26]3[CH2:27][O:28][CH3:29])=[C:20]([OH:19])[C:21](=[O:22])[C:13]=2[CH:8]2[C@@:7]([CH3:31])([C@@H:11]([OH:12])[CH2:10][CH2:9]2)[CH2:6]1)(=[O:3])[CH3:1]. Reactants: S(O)(O)(=O)=O (sulfuric acid), C1(C=CC(C=C1)=O)=O (benzoquinone), C(C)(=O)OC(C)=O (acetic anhydride), O (water). Conditions: temperature 32 celsius, time 44 hour. Product: CC(=O)CC(=O)CC(=O)O (triacetate). As a reaction SMILES: [C:1]1(=[O:8])[CH:6]=[CH:5]C(=O)C=[CH:2]1.S(=O)(=O)(O)O.[OH2:14].C([O:18][C:19](=[O:21])[CH3:20])(=O)C>>[CH3:2][C:1]([CH2:6][C:5]([CH2:20][C:19]([OH:18])=[O:21])=[O:14])=[O:8]. Procedure details: The benzoquinone (4) (2 g) was dissolved in acetic anhydride (5 ml) and concentrated sulfuric acid (0.5 ml) was added slowly. The mixture was stirred in the dark at a temperature of 32° C. and monitored by HPLC. After a period of time of 44 h, the reaction was worked up by pouring into iced water (50 ml) and extracting with dichloromethane (3×20 ml). The combined organics were washed with bicarbonate solution (3×50 ml), water (100 ml), dried (MgSO4), filtered and evaporated to yield triacetate (... Reaction SMILES: [OH:1][C:2]1[C:12]([CH:13]=[O:14])=[CH:11][C:5]2[C:6]([CH3:10])([CH3:9])[CH2:7][O:8][C:4]=2[CH:3]=1.[Br:15]N1C(=O)CCC1=O.O>C(Cl)Cl>[Br:15][C:3]1[C:4]2[O:8][CH2:7][C:6]([CH3:10])([CH3:9])[C:5]=2[CH:11]=[C:12]([CH:13]=[O:14])[C:2]=1[OH:1]. The reactants are OC1=CC2=C(C(CO2)(C)C)C=C1C=O (2,3-dihydro-6-hydroxy-3,3-dimethyl-5-benzofurancarboxaldehyde), BrN1C(CCC1=O)=O (N-bromosuccinimide), O (Water). Procedure: A solution of 5.27 g (27.4 mmol) of 2,3-dihydro-6-hydroxy-3,3-dimethyl-5-benzofurancarboxaldehyde and 5.86 g (32.9 mmol) of N-bromosuccinimide in 135 ml of methylene chloride was stirred at ambient temperature for 3 h. Water (400 ml) was added. The organic phase was dried and evaporated. The residue was chromatographed on silica gel (150 g) using a gradient from 20:80 (v/v) ether:hexane to 40:60 (v/v) ether:hexane eluent. There was obtained 7.0 g (25.8 mmol, 94%) of 7-bromo-2,3-dihydro-6-hydroxy... Yields the product BrC1=C(C(=CC=2C(COC21)(C)C)C=O)O (7-bromo-2,3-dihydro-6-hydroxy-3,3-dimethyl-5-benzofurancarboxaldehyde). Yield: 94.2%. Run in C(Cl)Cl (methylene chloride). Reactants: NC1CCC(N)CC1, CCc1cnn(C2CC(n3cnc4c(NCC(c5ccccc5)c5ccccc5)nc(Cl)nc43)C(O)C2O)c1, O=C(O)C(F)(F)F, OCc1cnn(C2CC(n3cnc4c(NCC(c5ccccc5)c5ccccc5)nc(NCCN5CCCCC5)nc43)C(O)C2O)c1. The product is O=C(O)C(F)(F)F, CCc1cnn(C2CC(n3cnc4c(NCC(c5ccccc5)c5ccccc5)nc(NC5CCC(N)CC5)nc43)C(O)C2O)c1. Reaction SMILES: [CH:94]1([NH2:101])[CH2:95][CH2:96][CH:97]([NH2:100])[CH2:98][CH2:99]1.[Cl:1][c:2]1[n:3][c:4]([NH:25][CH2:26][CH:27]([c:28]2[cH:29][cH:30][cH:31][cH:32][cH:33]2)[c:34]2[cH:35][cH:36][cH:37][cH:38][cH:39]2)[c:5]2[n:6][cH:7][n:8]([CH:11]3[CH:12]([OH:24])[CH:13]([OH:23])[CH:14]([n:16]4[n:17][cH:18][c:19]([CH2:21][CH3:22])[cH:20]4)[CH2:15]3)[c:9]2[n:10]1.[F:40][C:41]([C:42](=[O:43])[OH:44])([F:45])[F:46].[c:47]1([CH:48]([c:49]2[cH:50][cH:51][cH:52][cH:53][cH:54]2)[CH2:55][NH:56][c:57]2[n:58][c:59]([NH:60][CH2:61][CH2:62][N:63]3[CH2:64][CH2:65][CH2:66][CH2:67][CH2:68]3)[n:69][c:70]3[c:71]2[n:72][cH:73][n:74]3[CH:75]2[CH2:76][CH:77]([n:78]3[cH:79][c:80]([CH2:81][OH:82])[cH:83][n:84]3)[CH:85]([OH:86])[CH:87]2[OH:88])[cH:89][cH:90][cH:91][cH:92][cH:93]1>>[F:40][C:41]([C:42](=[O:43])[OH:44])([F:45])[F:46].[c:2]1([NH:101][CH:94]2[CH2:95][CH2:96][CH:97]([NH2:100])[CH2:98][CH2:99]2)[n:3][c:4]([NH:25][CH2:26][CH:27]([c:28]2[cH:29][cH:30][cH:31][cH:32][cH:33]2)[c:34]2[cH:35][cH:36][cH:37][cH:38][cH:39]2)[c:5]2[n:6][cH:7][n:8]([CH:11]3[CH:12]([OH:24])[CH:13]([OH:23])[CH:14]([n:16]4[n:17][cH:18][c:19]([CH2:21][CH3:22])[cH:20]4)[CH2:15]3)[c:9]2[n:10]1. The reactants are CC1=C(C=C(C=C1)C1(CCN(CC1)C(=O)OC(C)(C)C)O)C(F)(F)F (Tert-butyl 4-[4-methyl-3-(trifluoro-methyl)phenyl]-4-hydroxypiperidine-1-carboxylate), ( 43 ), ( 19 ), FC(C(=O)O)(F)F (trifluoroacetic acid), ( 84 ). Solvent: C(Cl)Cl (methylen chloride). The product is CC1=C(C=C(C=C1)C1(CCNCC1)O)C(F)(F)F (4-[4-METHYL-3-(TRIFLUOROMETHYL)PHENYL]-PIPERIDIN-4-OL). As a reaction SMILES: [CH3:1][C:2]1[CH:7]=[CH:6][C:5]([C:8]2([OH:21])[CH2:13][CH2:12][N:11](C(OC(C)(C)C)=O)[CH2:10][CH2:9]2)=[CH:4][C:3]=1[C:22]([F:25])([F:24])[F:23].FC(F)(F)C(O)=O>C(Cl)Cl>[CH3:1][C:2]1[CH:7]=[CH:6][C:5]([C:8]2([OH:21])[CH2:9][CH2:10][NH:11][CH2:12][CH2:13]2)=[CH:4][C:3]=1[C:22]([F:24])([F:23])[F:25]. Procedure details: According to Preparation 2: Tert-butyl 4-[4-methyl-3-(trifluoro-methyl)phenyl]-4-hydroxypiperidine-1-carboxylate (5.5 g, 15.3 mmol, methylen chloride (30 ml), trifluoroacetic acid (4.5 ml). Yield: 1.97 g. MS m/z (rel. intensity, 70 eV) 259 (M+, 14), 241 (84), 240 (43), 187 (19), 56 (bp). The reactants are COC1=CC=C(C(=O)O)C=C1 (4-methoxybenzoic acid), O=C(CC(=O)OCC)C=1SC=CC1 (ethyl 3-oxo-3-(2-thienyl)propanoate), S1C(=CC=C1)C1=NC(=NC=C1)N ((2-thienyl)pyrimidin-2-amine), CC1(OC(CC(O1)=O)=O)C (2,2-dimethyl-1,3-dioxane-4,6-dione). Product: O=C(CC(=O)OCC)C1=CC=C(C=C1)OC (ethyl 3-oxo-3-(4-methoxyphenyl)propanoate). RXN SMILES: O=[C:2]([C:9]1SC=[CH:12][CH:13]=1)[CH2:3][C:4]([O:6][CH2:7]C)=O.S1C=CC=C1C1C=CN=C(N)N=1.C[C:27]1([CH3:35])[O:32][C:31](=[O:33])[CH2:30][C:29](=[O:34])O1.COC1C=CC(C(O)=O)=CC=1>>[O:34]=[C:29]([C:9]1[CH:2]=[CH:3][C:4]([O:6][CH3:7])=[CH:12][CH:13]=1)[CH2:30][C:31]([O:32][CH2:27][CH3:35])=[O:33]. Reported procedure: This material is prepared by a method analogous to that described for preparation of ethyl 3-oxo-3-(2-thienyl)propanoate in preparation of 1D, starting from 2,2-dimethyl-1,3-dioxane-4,6-dione and 4-methoxybenzoic acid.